The task is: describe an organic reaction: reactants, conditions, products, and yield. This data is from the Open Reaction Database (ORD), a public repository of structured organic reaction records. Reactants: C(C)(C)(C)OC(N[C@@H]([C@H](CC)C)CNC1=CC2=CC=C(C=C2C=C1)Br)=O ({(1S,2S)-1-[(6-Bromo-naphthalen-2-ylamino)-methyl]-2-methyl-butyl}-carbamic acid tert-butyl ester), C1(CC1)B1OC(C(O1)(C)C)(C)C (2-cyclopropyl-4,4,5,5-tetramethyl-1,3,2-dioxaborolane), [O-]P(=O)([O-])[O-].[K+].[K+].[K+] (K3PO4), COCCOC (DME). Reagents/catalysts: C1=CC=C(C=C1)P([C-]2C=CC=C2)C3=CC=CC=C3.C1=CC=C(C=C1)P([C-]2C=CC=C2)C3=CC=CC=C3.Cl[Pd]Cl.[Fe+2] (Pd(dppf)2Cl2). Solvent: O (water). Conditions: temperature 130 celsius. Product: C(C)(C)(C)OC(N[C@@H]([C@H](CC)C)CNC1=CC2=CC=C(C=C2C=C1)C1CC1)=O ({(1S,2S)-1-[(6-cyclopropyl-naphthalen-2-ylamino)-methyl]-2-methyl-butyl}-carbamic acid tert-butyl ester). Isolated yield 55.9%. RXN SMILES: [C:1]([O:5][C:6](=[O:26])[NH:7][C@H:8]([CH2:13][NH:14][C:15]1[CH:24]=[CH:23][C:22]2[C:17](=[CH:18][CH:19]=[C:20](Br)[CH:21]=2)[CH:16]=1)[C@@H:9]([CH3:12])[CH2:10][CH3:11])([CH3:4])([CH3:3])[CH3:2].[CH:27]1(B2OC(C)(C)C(C)(C)O2)[CH2:29][CH2:28]1.[O-]P([O-])([O-])=O.[K+].[K+].[K+].COCCOC>C1C=CC(P(C2C=CC=CC=2)[C-]2C=CC=C2)=CC=1.C1C=CC(P(C2C=CC=CC=2)[C-]2C=CC=C2)=CC=1.Cl[Pd]Cl.[Fe+2].O>[C:1]([O:5][C:6](=[O:26])[NH:7][C@H:8]([CH2:13][NH:14][C:15]1[CH:24]=[CH:23][C:22]2[C:17](=[CH:18][CH:19]=[C:20]([CH:27]3[CH2:29][CH2:28]3)[CH:21]=2)[CH:16]=1)[C@@H:9]([CH3:12])[CH2:10][CH3:11])([CH3:4])([CH3:3])[CH3:2] |f:2.3.4.5,7.8.9.10|. Procedure: {(1S,2S)-1-[(6-Bromo-naphthalen-2-ylamino)-methyl]-2-methyl-butyl}-carbamic acid tert-butyl ester (210 mg, 0.5 mmol), 2-cyclopropyl-4,4,5,5-tetramethyl-1,3,2-dioxaborolane (336 mg, 2.0 mmol), Pd(dppf)2Cl2 (82 mg, 0.1 mmol), K3PO4 (320 mg, 1.5 mmol) was combined in the mixture of DME (2.4 mL) and water (0.6 mL). The reaction mixture was heated at 130° C. for 10 mins under Microwave condition. The reaction mixture was cooled to r.t. and was quenched by the slow addition of 1N NaOH solution (15 mL)...